Dataset: the Open Reaction Database (ORD), a public repository of structured organic reaction records. Task: describe an organic reaction: reactants, conditions, products, and yield Starting materials: CN(C)C=O, CC(C)N=C=NC(C)C, NCc1cccc(C2C(CCC(O)c3ccc(F)cc3)C(=O)N2c2ccc(F)cc2)c1, O=C(O)COCCOCCNC(=O)C(O)C(O)C(O)C(O)CO, Oc1cccc2[nH]nnc12. Product: O=C(COCCOCCNC(=O)C(O)C(O)C(O)C(O)CO)NCc1cccc(C2C(CCC(O)c3ccc(F)cc3)C(=O)N2c2ccc(F)cc2)c1. As a reaction SMILES: [CH3:74][N:75]([CH3:76])[CH:77]=[O:78].[CH:55]([N:56]=[C:57]=[N:58][CH:59]([CH3:60])[CH3:61])([CH3:62])[CH3:63].[NH2:1][CH2:2][c:3]1[cH:4][c:5]([CH:9]2[CH:10]([CH2:21][CH2:22][CH:23]([OH:24])[c:25]3[cH:26][cH:27][c:28]([F:31])[cH:29][cH:30]3)[C:11](=[O:20])[N:12]2[c:13]2[cH:14][cH:15][c:16]([F:19])[cH:17][cH:18]2)[cH:6][cH:7][cH:8]1.[OH:32][CH:33]([C:34](=[O:35])[NH:36][CH2:37][CH2:38][O:39][CH2:40][CH2:41][O:42][CH2:43][C:44](=[O:45])[OH:46])[CH:47]([CH:48]([CH:49]([CH2:50][OH:51])[OH:52])[OH:53])[OH:54].[OH:64][c:65]1[c:66]2[n:67][n:68][nH:69][c:70]2[cH:71][cH:72][cH:73]1>>[NH:1]([CH2:2][c:3]1[cH:4][c:5]([CH:9]2[CH:10]([CH2:21][CH2:22][CH:23]([OH:24])[c:25]3[cH:26][cH:27][c:28]([F:31])[cH:29][cH:30]3)[C:11](=[O:20])[N:12]2[c:13]2[cH:14][cH:15][c:16]([F:19])[cH:17][cH:18]2)[cH:6][cH:7][cH:8]1)[C:44]([CH2:43][O:42][CH2:41][CH2:40][O:39][CH2:38][CH2:37][NH:36][C:34]([CH:33]([OH:32])[CH:47]([CH:48]([CH:49]([CH2:50][OH:51])[OH:52])[OH:53])[OH:54])=[O:35])=[O:45]. The reactants are CCO, O=Cc1ccc(Cl)cc1, NNc1cc(N2CCOCC2)n2nc(-c3ccccc3)cc2n1, O=C(O)C(F)(F)F. Product: Clc1ccc(C=NNc2cc(N3CCOCC3)n3nc(-c4ccccc4)cc3n2)cc1. Reaction SMILES: [CH3:40][CH2:41][OH:42].[Cl:31][c:32]1[cH:33][cH:34][c:35]([CH:36]=[O:37])[cH:38][cH:39]1.[O:8]1[CH2:9][CH2:10][N:11]([c:14]2[cH:15][c:16]([NH:29][NH2:30])[n:17][c:18]3[n:19]2[n:20][c:21](-[c:23]2[cH:24][cH:25][cH:26][cH:27][cH:28]2)[cH:22]3)[CH2:12][CH2:13]1.[OH:1][C:2]([C:3]([F:4])([F:5])[F:6])=[O:7]>>[O:8]1[CH2:9][CH2:10][N:11]([c:14]2[cH:15][c:16]([NH:29][N:30]=[CH:36][c:35]3[cH:34][cH:33][c:32]([Cl:31])[cH:39][cH:38]3)[n:17][c:18]3[n:19]2[n:20][c:21](-[c:23]2[cH:24][cH:25][cH:26][cH:27][cH:28]2)[cH:22]3)[CH2:12][CH2:13]1.